Dataset: the Open Reaction Database (ORD), a public repository of structured organic reaction records. Task: describe an organic reaction: reactants, conditions, products, and yield Starting materials: NC1=NC=C(C(=C1N)Cl)Cl (2,3-Diamino-4,5-dichloropyridine), [N+](=O)([O-])C1=CC=C(C(=O)O)C=C1 (4-nitrobenzoic acid). Run in O=P(Cl)(Cl)Cl (POCl3). Reaction conditions: temperature 105 celsius. Product: ClC=1C(=C2C(=NC1)NC(=N2)C2=CC=C(C=C2)[N+](=O)[O-])Cl (6,7-Dichloro-2-(4-nitrophenyl)-3H-imidazo[4,5-b]pyridine). The yield is 57.8%. RXN SMILES: [NH2:1][C:2]1[C:7]([NH2:8])=[C:6]([Cl:9])[C:5]([Cl:10])=[CH:4][N:3]=1.[N+:11]([C:14]1[CH:22]=[CH:21][C:17]([C:18](O)=O)=[CH:16][CH:15]=1)([O-:13])=[O:12]>O=P(Cl)(Cl)Cl>[Cl:10][C:5]1[C:6]([Cl:9])=[C:7]2[N:8]=[C:18]([C:17]3[CH:21]=[CH:22][C:14]([N+:11]([O-:13])=[O:12])=[CH:15][CH:16]=3)[NH:1][C:2]2=[N:3][CH:4]=1. Reported procedure: 2,3-Diamino-4,5-dichloropyridine (Example 206a) (2.5 g, 14 mmol) and 4-nitrobenzoic acid (2.3 g, 14 mmol) were dissolved in POCl3 (40 ml) and heated to 105° C. for 5 h. The excess of POCl3 was evaporated off and the residue was dissolved in EtOAc and aqueous K2CO3. The aqueous phase was basified with 10M KOH and extracted three times with EtOAc. The combined organic phase was washed with brine, dried (Na2SO4) and evaporated in vacuo to afford the title compound (2.5 g, 58%). The product is FC(C=1C=C(CN(C2=NC=C(C=N2)N2CCOCC2)CC2=C(OCCCC(=O)O)C=CC(=C2)C(F)(F)F)C=C(C1)C(F)(F)F)(F)F (4-(2-{[(3,5-bis-trifluoromethyl-benzyl)-(5-morpholin-4-yl-pyrimidin-2-yl)-amino]-methyl}-4-trifluoromethyl-phenoxy)-butyric acid). The solvent is C(C)O (ethanol). Reported procedure: Ethyl 4-(2-{[(3,5-bis-trifluoromethyl-benzyl)-(5-morpholin-4-yl-pyrimidin-2-yl)-amino]-methyl}-4-trifluoromethyl-phenoxy)-butyrate (115 mg) is dissolved in ethanol (4 ml), and thereto is added 1N-aqueous sodium hydroxide solution (1 ml), and the mixture is stirred at room temperature for 4 hours. To the reaction solution are added a 1N-hydrochloric acid and ethyl acetate, and the mixture is separated, and the organic layer is washed with a saturated brine, dried over magnesium sulfate, and conce... Reactants: FC(C=1C=C(CN(C2=NC=C(C=N2)N2CCOCC2)CC2=C(OCCCC(=O)OCC)C=CC(=C2)C(F)(F)F)C=C(C1)C(F)(F)F)(F)F (Ethyl 4-(2-{[(3,5-bis-trifluoromethyl-benzyl)-(5-morpholin-4-yl-pyrimidin-2-yl)-amino]-methyl}-4-trifluoromethyl-phenoxy)-butyrate), Cl (hydrochloric acid), C(C)(=O)OCC (ethyl acetate), [OH-].[Na+] (sodium hydroxide). Reaction conditions: time 4 hour. RXN SMILES: [F:1][C:2]([F:48])([F:47])[C:3]1[CH:4]=[C:5]([CH:40]=[C:41]([C:43]([F:46])([F:45])[F:44])[CH:42]=1)[CH2:6][N:7]([CH2:20][C:21]1[CH:35]=[C:34]([C:36]([F:39])([F:38])[F:37])[CH:33]=[CH:32][C:22]=1[O:23][CH2:24][CH2:25][CH2:26][C:27]([O:29]CC)=[O:28])[C:8]1[N:13]=[CH:12][C:11]([N:14]2[CH2:19][CH2:18][O:17][CH2:16][CH2:15]2)=[CH:10][N:9]=1.[OH-].[Na+].Cl.C(OCC)(=O)C>C(O)C>[F:48][C:2]([F:1])([F:47])[C:3]1[CH:4]=[C:5]([CH:40]=[C:41]([C:43]([F:44])([F:46])[F:45])[CH:42]=1)[CH2:6][N:7]([CH2:20][C:21]1[CH:35]=[C:34]([C:36]([F:39])([F:38])[F:37])[CH:33]=[CH:32][C:22]=1[O:23][CH2:24][CH2:25][CH2:26][C:27]([OH:29])=[O:28])[C:8]1[N:13]=[CH:12][C:11]([N:14]2[CH2:19][CH2:18][O:17][CH2:16][CH2:15]2)=[CH:10][N:9]=1 |f:1.2|. Isolated yield 97.9%. The reactants are O=c1ccccn1C(=S)n1ccccc1=O, ClCCl, NCC1CN(c2ccc(C3CCS(=O)(=O)CC3)c(F)c2)C(=O)O1. The product is O=C1OC(CN=C=S)CN1c1ccc(C2CCS(=O)(=O)CC2)c(F)c1. RXN SMILES: [C:1](=[S:2])([n:3]1[cH:4][cH:5][cH:6][cH:7][c:8]1=[O:9])[n:10]1[cH:11][cH:12][cH:13][cH:14][c:15]1=[O:16].[CH2:40]([Cl:41])[Cl:42].[F:17][c:18]1[cH:19][c:20]([N:32]2[C:33](=[O:39])[O:34][CH:35]([CH2:37][NH2:38])[CH2:36]2)[cH:21][cH:22][c:23]1[CH:24]1[CH2:25][CH2:26][S:27](=[O:30])(=[O:31])[CH2:28][CH2:29]1>>[C:1](=[S:2])=[N:38][CH2:37][CH:35]1[O:34][C:33](=[O:39])[N:32]([c:20]2[cH:19][c:18]([F:17])[c:23]([CH:24]3[CH2:25][CH2:26][S:27](=[O:30])(=[O:31])[CH2:28][CH2:29]3)[cH:22][cH:21]2)[CH2:36]1. The reactants are C(C=C)O (allyl alcohol), C([O-])(O)=O.[Na+] (sodium bicarbonate), OC=1C=C(CN(S(=O)(=O)C2=C(C=C(C=C2C)C)C)C2=CC=C(C=C2)I)C=CC1 (N-(3-hydroxy-benzyl)-N-(4-iodo-phenyl)-2,4,6-trimethyl-benzenesulfonamide), C(C=C)O (allyl alcohol), C([O-])(O)=O.[Na+] (sodium bicarbonate), O (water). Reagents/catalysts: [Cl-].C(CCC)[N+](CCCC)(CCCC)CCCC (tetrabutylammonium chloride), CC(=O)[O-].CC(=O)[O-].[Pd+2] (Pd(OAc)2), [Cl-].C(CCC)[N+](CCCC)(CCCC)CCCC (tetrabutylammonium chloride), CC(=O)[O-].CC(=O)[O-].[Pd+2] (Pd(OAc)2). The solvent is CN(C=O)C (dimethylformamide), C(C)(=O)OCC (ethyl acetate). Run at temperature 50 celsius, time 24 hour. Yields the product OC=1C=C(CN(S(=O)(=O)C2=C(C=C(C=C2C)C)C)C2=CC=C(C=C2)CCC=O)C=CC1 (N-(3-Hydroxy-benzyl)-2,4,6-trimethyl-N-[4-(3-oxo-propyl)-phenyl]-benzenesulfonamide). The yield is 64.4%. RXN SMILES: [OH:1][C:2]1[CH:3]=[C:4]([CH:26]=[CH:27][CH:28]=1)[CH2:5][N:6]([C:19]1[CH:24]=[CH:23][C:22](I)=[CH:21][CH:20]=1)[S:7]([C:10]1[C:15]([CH3:16])=[CH:14][C:13]([CH3:17])=[CH:12][C:11]=1[CH3:18])(=[O:9])=[O:8].[CH2:29]([OH:32])[CH:30]=[CH2:31].C(=O)(O)[O-].[Na+].O>CN(C)C=O.[Cl-].C([N+](CCCC)(CCCC)CCCC)CCC.CC([O-])=O.CC([O-])=O.[Pd+2].C(OCC)(=O)C>[OH:1][C:2]1[CH:3]=[C:4]([CH:26]=[CH:27][CH:28]=1)[CH2:5][N:6]([C:19]1[CH:24]=[CH:23][C:22]([CH2:31][CH2:30][CH:29]=[O:32])=[CH:21][CH:20]=1)[S:7]([C:10]1[C:15]([CH3:16])=[CH:14][C:13]([CH3:17])=[CH:12][C:11]=1[CH3:18])(=[O:9])=[O:8] |f:2.3,6.7,8.9.10|. Procedure details: To a solution of N-(3-hydroxy-benzyl)-N-(4-iodo-phenyl)-2,4,6-trimethyl-benzenesulfonamide (0.36 g, 0.71 mmol) in 3 mL dimethylformamide was added allyl alcohol (0.121 mL, 1.77 mmol), Pd(OAc)2, sodium bicarbonate (0.149 g, 1.77 mmol), and tetrabutylammonium chloride (0.197 g, 0.71 mmol). The reaction mixture was stirred at 50° C. for 24 hr. Additional allyl alcohol (0.121 mL, 1.77 mmol), Pd(OAc)2, sodium bicarbonate (0.060 g, 0.71 mmol), and tetrabutylammonium chloride (0.098 g, 0.36 mmol) were ... Reactants: NC=1C(N(C(N(C1N)CC)=O)CC)=O (5,6-diamino-1,3 -diethyluracil), FC=1C=C(C=CC(=O)O)C=CC1F (3,4-difluorocinnamic acid). Yields the product FC=1C=C(/C=C/C2=NC=3N(C(N(C(C3N2)=O)CC)=O)CC)C=CC1F ((E)-8-(3,4-Difluorostyryl)-1,3-diethylxanthine). Yield: 48.6%. Reaction SMILES: [NH2:1][C:2]1[C:3](=[O:14])[N:4]([CH2:12][CH3:13])[C:5](=[O:11])[N:6]([CH2:9][CH3:10])[C:7]=1[NH2:8].[F:15][C:16]1[CH:17]=[C:18]([CH:24]=[CH:25][C:26]=1[F:27])[CH:19]=[CH:20][C:21](O)=O>>[F:15][C:16]1[CH:17]=[C:18]([CH:24]=[CH:25][C:26]=1[F:27])/[CH:19]=[CH:20]/[C:21]1[NH:1][C:2]2[C:3](=[O:14])[N:4]([CH2:12][CH3:13])[C:5](=[O:11])[N:6]([CH2:9][CH3:10])[C:7]=2[N:8]=1. Reported procedure: Substantially the same procedure as in Example 7 was repeated using 2.50 g (12.6 mmol) of 5,6-diamino-1,3 -diethyluracil and 2.79 g (15.2 mmol) of 3,4-difluorocinnamic acid. Then, the resultant crude crystals were recrystallized from dioxane/water to give 2.12 g (yield 49%) of Compound 116 as gray plates. The reactants are CN (methylamine), C(=O)(N1C=NC=C1)N1C=NC=C1 (1,1′-carbonyldiimidazole), O (water), C(C)[C@]1(C(N(CC1)C1=NC(=NC=C1)NC1=CC=C(C=C1)N1CCNCC1)=O)C#N ((3R)-3-ethyl-2-oxo-1-(2-((4-(piperazin-1-yl)phenyl)amino)pyrimidin-4-yl)pyrrolidine-3-carbonitrile). Run in O1CCCC1 (tetrahydrofuran), O1CCCC1 (tetrahydrofuran). Reaction conditions: time 10 minute. Yields the product C(#N)[C@@]1(C(N(CC1)C1=NC(=NC=C1)NC1=CC=C(C=C1)N1CCN(CC1)C(=O)NC)=O)CC (4-(4-((4-((3R)-3-cyano-3-ethyl-2-oxopyrrolidin-1-yl)pyrimidin-2-yl)amino)phenyl)-N-methylpiperazine-1-carboxamide). Isolated yield 96.0%. Reaction SMILES: CN.[C:3](N1C=CN=C1)([N:5]1C=CN=[CH:6]1)=[O:4].[CH2:15]([C@:17]1([C:42]#[N:43])[CH2:21][CH2:20][N:19]([C:22]2[CH:27]=[CH:26][N:25]=[C:24]([NH:28][C:29]3[CH:34]=[CH:33][C:32]([N:35]4[CH2:40][CH2:39][NH:38][CH2:37][CH2:36]4)=[CH:31][CH:30]=3)[N:23]=2)[C:18]1=[O:41])[CH3:16].O>O1CCCC1>[C:42]([C@@:17]1([CH2:15][CH3:16])[CH2:21][CH2:20][N:19]([C:22]2[CH:27]=[CH:26][N:25]=[C:24]([NH:28][C:29]3[CH:30]=[CH:31][C:32]([N:35]4[CH2:40][CH2:39][N:38]([C:3]([NH:5][CH3:6])=[O:4])[CH2:37][CH2:36]4)=[CH:33][CH:34]=3)[N:23]=2)[C:18]1=[O:41])#[N:43]. Procedure: To a solution of 2 M methylamine in tetrahydrofuran (0.28 mL) were added 1,1′-carbonyldiimidazole (91 mg) and tetrahydrofuran (3.0 mL) in an ice bath, and the mixture was stirred at the same temperature for 10 min. To the reaction mixture was added (3R)-3-ethyl-2-oxo-1-(2-((4-(piperazin-1-yl)phenyl)amino)pyrimidin-4-yl)pyrrolidine-3-carbonitrile (200 mg) obtained in Example 220, and the mixture was stirred at 70° C. for 2 hr. To the reaction mixture was added water, and the mixture was extracted...